This data is from the Open Reaction Database (ORD), a public repository of structured organic reaction records. The task is: describe an organic reaction: reactants, conditions, products, and yield Starting materials: ClC=1C=C(C=CC1Cl)C1(CCCC1)CO ((1-(3,4-Dichlorophenyl)cyclopentyl)methanol), FC(C1=CC=C(C=C1)C1(CCCC1)COS(=O)(=O)C)(F)F (methanesulfonic acid 1-(4-trifluoromethyl-phenyl)-cyclopentylmethyl ester). Yields the product CS(=O)(=O)OCC1(CCCC1)C1=CC(=C(C=C1)Cl)Cl ((1-(3,4-Dichlorophenyl)cyclopentyl)methyl methanesulfonate). As a reaction SMILES: [Cl:1][C:2]1[CH:3]=[C:4]([C:9]2([CH2:14][OH:15])[CH2:13][CH2:12][CH2:11][CH2:10]2)[CH:5]=[CH:6][C:7]=1[Cl:8].FC(F)(F)C1C=CC(C2(C[O:30][S:31]([CH3:34])(=O)=[O:32])CCCC2)=CC=1>>[CH3:34][S:31]([O:15][CH2:14][C:9]1([C:4]2[CH:5]=[CH:6][C:7]([Cl:8])=[C:2]([Cl:1])[CH:3]=2)[CH2:13][CH2:12][CH2:11][CH2:10]1)(=[O:32])=[O:30]. Procedure details: (1-(3,4-Dichlorophenyl)cyclopentyl)methyl methanesulfonate (484) was synthesized from (1-(3,4-dichlorophenyl)cyclopentyl)methanol (483) following the procedure described for methanesulfonic acid 1-(4-trifluoromethyl-phenyl)-cyclopentylmethyl ester (240). Reactants: BrC1=CN=C2C(=N1)N(C(C(N2)=O)=O)CC2=C(C(=CC=C2F)F)Cl (7-bromo-1-(2-chloro-3,6-difluorobenzyl)-1,4-dihydropyrazino[2,3-b]pyrazine-2,3-dione), S(C)C (Me2S). Run in C1CCOC1 (THF). Product: BrC1=CN=C2C(=N1)N(CCN2)CC2=C(C(=CC=C2F)F)Cl (7-bromo-1-(2-chloro-3,6-difluorobenzyl)-1,2,3,4-tetrahydropyrazino[2,3-b]pyrazine). Isolated yield 20.0%. RXN SMILES: [Br:1][C:2]1[N:7]=[C:6]2[N:8]([CH2:14][C:15]3[C:20]([F:21])=[CH:19][CH:18]=[C:17]([F:22])[C:16]=3[Cl:23])[C:9](=O)[C:10](=O)[NH:11][C:5]2=[N:4][CH:3]=1.S(C)C>C1COCC1>[Br:1][C:2]1[N:7]=[C:6]2[N:8]([CH2:14][C:15]3[C:20]([F:21])=[CH:19][CH:18]=[C:17]([F:22])[C:16]=3[Cl:23])[CH2:9][CH2:10][NH:11][C:5]2=[N:4][CH:3]=1. Procedure: To a solution of 7-bromo-1-(2-chloro-3,6-difluorobenzyl)-1,4-dihydropyrazino[2,3-b]pyrazine-2,3-dione (2.5 mmol, 1.0 g) in THF (5 mL) was added BH3.Me2S (7.5 mmol, 3.75 mL, 2.0 M in THF). The resulting solution was refluxed for 2 hrs under N2. Excessive BH3 was quenched by addition of MeOH at rt then heating the reaction mixture for 10 min. After volatile components were removed on rotavap, the residue was subjected to a silica gel column chromatography by using 4:1 ratio of CH2Cl2/MeOH (pre-sat...